Dataset: the Open Reaction Database (ORD), a public repository of structured organic reaction records. Task: describe an organic reaction: reactants, conditions, products, and yield Starting materials: Cc1ccccc1, Nc1ccccc1, CCCCCCCC(=O)CC(=O)OCC, Cc1ccc(S(=O)(=O)O)cc1. The product is CCCCCCCC(=CC(=O)OCC)Nc1ccccc1. Reaction SMILES: [CH3:34][c:35]1[cH:36][cH:37][cH:38][cH:39][cH:40]1.[NH2:1][c:2]1[cH:3][cH:4][cH:5][cH:6][cH:7]1.[O:8]=[C:9]([CH2:10][C:11](=[O:12])[O:13][CH2:14][CH3:15])[CH2:16][CH2:17][CH2:18][CH2:19][CH2:20][CH2:21][CH3:22].[c:23]1([CH3:24])[cH:25][cH:26][c:27]([S:28]([OH:29])(=[O:30])=[O:31])[cH:32][cH:33]1>>[NH:1]([c:2]1[cH:3][cH:4][cH:5][cH:6][cH:7]1)[C:9](=[CH:10][C:11](=[O:12])[O:13][CH2:14][CH3:15])[CH2:16][CH2:17][CH2:18][CH2:19][CH2:20][CH2:21][CH3:22]. Starting materials: COCCN1CCc2ccc(N)cc2CC1, CN(C)c1ccc(Nc2nc(Cl)ncc2Cl)c(S(=O)(=O)N(C)C)c1. Product: COCCN1CCc2ccc(Nc3ncc(Cl)c(Nc4ccc(N(C)C)cc4S(=O)(=O)N(C)C)n3)cc2CC1. As a reaction SMILES: [CH3:1][O:2][CH2:3][CH2:4][N:5]1[CH2:6][CH2:7][c:8]2[c:9]([cH:12][c:13]([NH2:16])[cH:14][cH:15]2)[CH2:10][CH2:11]1.[Cl:17][c:18]1[n:19][cH:20][c:21]([Cl:40])[c:22]([NH:24][c:25]2[c:26]([S:34](=[O:35])(=[O:36])[N:37]([CH3:38])[CH3:39])[cH:27][c:28]([N:31]([CH3:32])[CH3:33])[cH:29][cH:30]2)[n:23]1>>[CH3:1][O:2][CH2:3][CH2:4][N:5]1[CH2:6][CH2:7][c:8]2[c:9]([cH:12][c:13]([NH:16][c:18]3[n:19][cH:20][c:21]([Cl:40])[c:22]([NH:24][c:25]4[c:26]([S:34](=[O:35])(=[O:36])[N:37]([CH3:38])[CH3:39])[cH:27][c:28]([N:31]([CH3:32])[CH3:33])[cH:29][cH:30]4)[n:23]3)[cH:14][cH:15]2)[CH2:10][CH2:11]1. Starting materials: BrC1=CC=C(C=O)C=C1 (4-bromobenzaldehyde), C(C)(C)[Mg]Br (isopropylmagnesium bromide). Solvent: O1CCCC1 (tetrahydrofuran). Run at temperature 0 celsius, time 8 hour. The product is BrC1=CC=C(C=C1)C(C(C)C)O (1-(4-Bromophenyl)-2-methylpropan-1-ol). Reaction SMILES: [Br:1][C:2]1[CH:9]=[CH:8][C:5]([CH:6]=[O:7])=[CH:4][CH:3]=1.[CH:10]([Mg]Br)([CH3:12])[CH3:11]>O1CCCC1>[Br:1][C:2]1[CH:9]=[CH:8][C:5]([CH:6]([OH:7])[CH:10]([CH3:12])[CH3:11])=[CH:4][CH:3]=1. Reported procedure: To a flame-dried flask under an argon atmosphere is added 1.85 g of commercially available 4-bromobenzaldehyde and charged with 30 mL of tetrahydrofuran. The solution is cooled to 0 ° C. and slowly treated with 7.0 mL of isopropylmagnesium bromide. After stirring overnight at room temperature the reaction mixture is concentrated under reduced pressure. The residue is partioned between diethyl ether and saturated ammonium chloride; the aqueous layer is then extracted with diethyl ether. The combi... The reactants are ICC (iodoethane), ClC1=CC=C(C=C1)C1=C(C=2N(C(=N1)N1CC(C1)(C(=O)N)NCC)C(N(N2)CC)=O)C2=CC=C(C=C2)Cl (1-(7,8-bis(4-chlorophenyl)-2-ethyl-3-oxo-2,3-dihydro-[1,2,4]triazolo[4,3-c]pyrimidin-5-yl)-3-(ethylamino)azetidine-3-carboxamide), ClC1=NC(=C(C=2N1C(NN2)=O)C2=CC=C(C=C2)Cl)C2=CC=C(C=C2)Cl (5-chloro-7,8-bis(4-chlorophenyl)-[1,2,4]triazolo[4,3-c]pyrimidin-3(2H)-one), [Cl-] (chloride), amine. The product is N1(CCC1)C1=NC(=C(C=2N1C(N(N2)CC)=O)C2=CC=C(C=C2)Cl)C2=CC=C(C=C2)Cl (5-(azetidin-1-yl)-7,8-bis(4-chlorophenyl)-2-ethyl-[1,2,4]triazolo[4,3-c]pyrimidin-3(2H)-one). As a reaction SMILES: ClC1N2C(=O)NN=C2C(C2C=CC(Cl)=CC=2)=C(C2C=CC(Cl)=CC=2)N=1.[Cl-].ICC.[Cl:30][C:31]1[CH:36]=[CH:35][C:34]([C:37]2[N:42]=[C:41]([N:43]3[CH2:46][C:45](NCC)(C(N)=O)[CH2:44]3)[N:40]3[C:53](=[O:58])[N:54]([CH2:56][CH3:57])[N:55]=[C:39]3[C:38]=2[C:59]2[CH:64]=[CH:63][C:62]([Cl:65])=[CH:61][CH:60]=2)=[CH:33][CH:32]=1>>[N:43]1([C:41]2[N:40]3[C:53](=[O:58])[N:54]([CH2:56][CH3:57])[N:55]=[C:39]3[C:38]([C:59]3[CH:64]=[CH:63][C:62]([Cl:65])=[CH:61][CH:60]=3)=[C:37]([C:34]3[CH:33]=[CH:32][C:31]([Cl:30])=[CH:36][CH:35]=3)[N:42]=2)[CH2:44][CH2:45][CH2:46]1. Reported procedure: The title compound was prepared in two steps from 5-chloro-7,8-bis(4-chlorophenyl)-[1,2,4]triazolo[4,3-c]pyrimidin-3(2H)-one by nucleophilic displacement of chloride with the requisite amine, followed by alkylation with iodoethane, in a manner analogous to that in which 1-(7,8-bis(4-chlorophenyl)-2-ethyl-3-oxo-2,3-dihydro-[1,2,4]triazolo[4,3-c]pyrimidin-5-yl)-3-(ethylamino)azetidine-3-carboxamide was prepared. HPLC/MS: retention time=4.423 min, [M+H]30 =440. Starting materials: CC1=C(C(=CC(=C1)C)C)S(=O)(=O)N1C(=CC=C1)C=O (1-(2,4,6-Trimethyl-benzenesulfonyl)-1H-pyrrole-2-carbaldehyde), [Li+].[BH4-] (LiBH4), CO (MeOH). The solvent is [Cl-].[Na+].O (brine), C1CCOC1 (THF). Reaction conditions: time 1 hour. The product is CC1=C(C(=CC(=C1)C)C)S(=O)(=O)N1C(=CC=C1)CO ([1-(2,4,6-Trimethyl-benzenesulfonyl)-1H-pyrrol-2-yl]-methanol). Isolated yield 87.0%. Reaction SMILES: [CH3:1][C:2]1[CH:7]=[C:6]([CH3:8])[CH:5]=[C:4]([CH3:9])[C:3]=1[S:10]([N:13]1[CH:17]=[CH:16][CH:15]=[C:14]1[CH:18]=[O:19])(=[O:12])=[O:11].[Li+].[BH4-].CO>C1COCC1.[Cl-].[Na+].O>[CH3:1][C:2]1[CH:7]=[C:6]([CH3:8])[CH:5]=[C:4]([CH3:9])[C:3]=1[S:10]([N:13]1[CH:17]=[CH:16][CH:15]=[C:14]1[CH2:18][OH:19])(=[O:12])=[O:11] |f:1.2,5.6.7|. Reported procedure: 1-(2,4,6-Trimethyl-benzenesulfonyl)-1H-pyrrole-2-carbaldehyde (2.77 g, 10 mmol) in THF (100 ml) was treated with LiBH4 (0.44 g, 20 mmol) at rt. The resulting solution was held at rt for 1 h. MeOH (10 ml) was then added, and the resulting mixture mixture was poured into brine (600 ml), and extracted with EtOAc (3×200 ml). The combined organic layer was dried over MgSO4 and concentrated under reduced pressure. The resulting oil was then purified on silica gel column to yield [1-(2,4,6-Trimethyl-be... Starting materials: C(=O)(O)[O-].[Na+] (NaHCO3), COC(CC=1C=C(C(=CC1)OC)C1=C(C=C(C=C1)C(F)(F)F)C=O)=O ((2′-formyl-6-methoxy-4′-trifluoromethyl-biphenyl-3-yl)-acetic acid methyl ester), CN (methylamine), C(#N)[BH3-].[Na+] (sodium cyanoborohydride). The reagents and catalysts are C(C)(=O)O (acetic acid). The solvent is C(Cl)Cl (CH2Cl2). Conditions: time 8 hour. Yields the product COC(CC=1C=C(C(=CC1)OC)C1=C(C=C(C=C1)C(F)(F)F)CNC)=O ((6-Methoxy-2′-methylaminomethyl-4′-trifluoromethyl-biphenyl-3-yl)-acetic acid methyl ester). Reaction SMILES: [CH3:1][O:2][C:3](=[O:25])[CH2:4][C:5]1[CH:6]=[C:7]([C:13]2[CH:18]=[CH:17][C:16]([C:19]([F:22])([F:21])[F:20])=[CH:15][C:14]=2[CH:23]=O)[C:8]([O:11][CH3:12])=[CH:9][CH:10]=1.CN.[C:28]([BH3-])#[N:29].[Na+].C([O-])(O)=O.[Na+]>C(Cl)Cl.C(O)(=O)C>[CH3:1][O:2][C:3](=[O:25])[CH2:4][C:5]1[CH:6]=[C:7]([C:13]2[CH:18]=[CH:17][C:16]([C:19]([F:22])([F:21])[F:20])=[CH:15][C:14]=2[CH2:23][NH:29][CH3:28])[C:8]([O:11][CH3:12])=[CH:9][CH:10]=1 |f:2.3,4.5|. Reported procedure: To (2′-formyl-6-methoxy-4′-trifluoromethyl-biphenyl-3-yl)-acetic acid methyl ester (0.228 g, 0.65 mmol) and methylamine (2M in THF; 0.5 mL, 0.84 mmol) in CH2Cl2 (3.4 mL) was added sodium cyanoborohydride (0.061 g, 0.97 mmol), followed by acetic acid (1 drop). The reaction was stirred at room temperature overnight, until no starting material was seen by analytical LCMS. The solution was neutralized with saturated aqueous NaHCO3 and extracted with CH2Cl2, and the combined organic layers were dried... Starting materials: COc1ccc(C(=O)Cl)cc1OCc1ccccc1, COc1ccc(C(=O)Cc2c(Cl)cncc2Cl)cc1OC1CCCC1. Yields the product COc1ccc(C(=O)OC(=Cc2c(Cl)cncc2Cl)c2ccc(OC)c(OC3CCCC3)c2)cc1OCc1ccccc1. RXN SMILES: [CH2:1]([c:2]1[cH:3][cH:4][cH:5][cH:6][cH:7]1)[O:8][c:9]1[cH:10][c:11]([C:12](=[O:13])[Cl:14])[cH:15][cH:16][c:17]1[O:18][CH3:19].[CH:20]1([O:25][c:26]2[cH:27][c:28]([C:34]([CH2:35][c:36]3[c:37]([Cl:43])[cH:38][n:39][cH:40][c:41]3[Cl:42])=[O:44])[cH:29][cH:30][c:31]2[O:32][CH3:33])[CH2:21][CH2:22][CH2:23][CH2:24]1>>[CH2:1]([c:2]1[cH:3][cH:4][cH:5][cH:6][cH:7]1)[O:8][c:9]1[cH:10][c:11]([C:12](=[O:13])[O:44][C:34]([c:28]2[cH:27][c:26]([O:25][CH:20]3[CH2:21][CH2:22][CH2:23][CH2:24]3)[c:31]([O:32][CH3:33])[cH:30][cH:29]2)=[CH:35][c:36]2[c:37]([Cl:43])[cH:38][n:39][cH:40][c:41]2[Cl:42])[cH:15][cH:16][c:17]1[O:18][CH3:19].